This data is from the Open Reaction Database (ORD), a public repository of structured organic reaction records. The task is: describe an organic reaction: reactants, conditions, products, and yield The product is COC([C@@H](NC(=O)OCC=1N=C(SC1)C(C)C)C(C)C)=O (N-((2-Isopropyl-4-thiazolyl)methoxycarbonyl)valine Methyl Ester). Procedure: A solution of 2.18 g (15 mmol) of 4-(hydroxymethyl)-2-isopropylthiazole, 15.8 mmol of α-isocyanato-valine methyl ester and 1.5 mmol of 4-dimethylaminopyridine in 75 ml of dichloromethane was heated at reflux for 5 h. The resulting solution was washed successively with 10% citric acid, aqueous NaHCO3 and brine, dried over Na2SO4, and concentrated in vacuo. Silica gel chromatography of the residue using 5% ethyl acetate in chloroform provided 2.67 g (57%) of the pure desired compound, Rf 0.46 (4% ... The reactants are OCC=1N=C(SC1)C(C)C (4-(hydroxymethyl)-2-isopropylthiazole), COC([C@@](N)(C(C)C)N=C=O)=O (α-isocyanato-valine methyl ester). Run in ClCCl (dichloromethane). Reaction SMILES: [OH:1][CH2:2][C:3]1[N:4]=[C:5]([CH:8]([CH3:10])[CH3:9])[S:6][CH:7]=1.[CH3:11][O:12][C:13](=[O:22])[C@:14]([N:19]=[C:20]=[O:21])([CH:16]([CH3:18])[CH3:17])N>CN(C)C1C=CN=CC=1.ClCCl>[CH3:11][O:12][C:13](=[O:22])[C@H:14]([CH:16]([CH3:17])[CH3:18])[NH:19][C:20]([O:1][CH2:2][C:3]1[N:4]=[C:5]([CH:8]([CH3:10])[CH3:9])[S:6][CH:7]=1)=[O:21]. Yield: 56.6%. Reagents/catalysts: CN(C1=CC=NC=C1)C (4-dimethylaminopyridine).